describe an organic reaction: reactants, conditions, products, and yield From a dataset of the Open Reaction Database (ORD), a public repository of structured organic reaction records. The reactants are CS(=O)(=O)Cl (methanesulfonyl chloride), Cl (HCl), ClC1=C(C(=O)O)C=CC(=C1)O (2-chloro-4-hydroxybenzoic acid), [OH-].[Na+] (sodium hydroxide). Solvent: O (water), O (water). Run at time 30 minute. The product is ClC1=C(C(=O)O)C=CC(=C1)OS(=O)(=O)C (2-chloro-4-methylsulfonyloxybenzoic acid). Reaction SMILES: [Cl:1][C:2]1[CH:10]=[C:9]([OH:11])[CH:8]=[CH:7][C:3]=1[C:4]([OH:6])=[O:5].[OH-].[Na+].[CH3:14][S:15](Cl)(=[O:17])=[O:16].Cl>O>[Cl:1][C:2]1[CH:10]=[C:9]([O:11][S:15]([CH3:14])(=[O:17])=[O:16])[CH:8]=[CH:7][C:3]=1[C:4]([OH:6])=[O:5] |f:1.2|. Reported procedure: To a solution of 2-chloro-4-hydroxybenzoic acid (3.45 g, 20 mmol) and sodium hydroxide (2.40 g, 60.0 mmol) in 30 ml of water is added, dropwise at 0°, methanesulfonyl chloride (2.57 ml, 3.80 g, 33.0 mmol). After addition is complete, the reaction mixture is stirred at RT for 30 min., after which it is poured into water, acidified with dil. HCl and extracted with ether. The combined organic extracts are washed with brine, dried and evaporated to give 2-chloro-4-methylsulfonyloxybenzoic acid.